From a dataset of the Open Reaction Database (ORD), a public repository of structured organic reaction records. describe an organic reaction: reactants, conditions, products, and yield Reactants: CCO, C=Cc1ccc2c(c1)nc(N)c1ncccc12, ClCCl. The product is CCc1ccc2c(c1)nc(N)c1ncccc12. As a reaction SMILES: [CH3:18][CH2:19][OH:20].[CH:1](=[CH2:2])[c:3]1[cH:4][c:5]2[c:6]([c:7]3[cH:8][cH:9][cH:10][n:11][c:12]3[c:13]([NH2:15])[n:14]2)[cH:16][cH:17]1.[Cl:21][CH2:22][Cl:23]>>[CH2:1]([CH3:2])[c:3]1[cH:4][c:5]2[c:6]([c:7]3[cH:8][cH:9][cH:10][n:11][c:12]3[c:13]([NH2:15])[n:14]2)[cH:16][cH:17]1. Product: CC(C)(C(=O)O)c1ccc(Br)cc1. RXN SMILES: [Br:1][c:2]1[cH:3][cH:4][c:5]([C:8]([C:9](=[O:10])[O:11][CH2:12][CH3:13])([CH3:14])[CH3:15])[cH:6][cH:7]1.[CH3:18][OH:19].[K+:17].[OH-:16]>>[Br:1][c:2]1[cH:3][cH:4][c:5]([C:8]([C:9](=[O:10])[OH:11])([CH3:14])[CH3:15])[cH:6][cH:7]1. Reactants: CCOC(=O)C(C)(C)c1ccc(Br)cc1, CO, [K+], [OH-]. The reactants are O=C([O-])[O-], C=CCBr, CC(C)=O, Oc1ccccc1C1CCCC1, [K+], [K+]. The product is C=CCOc1ccccc1C1CCCC1. Reaction SMILES: [C:17](=[O:18])([O-:19])[O-:20].[CH2:13]([CH:14]=[CH2:15])[Br:16].[CH3:23][C:24](=[O:25])[CH3:26].[CH:1]1([c:6]2[c:7]([OH:12])[cH:8][cH:9][cH:10][cH:11]2)[CH2:2][CH2:3][CH2:4][CH2:5]1.[K+:21].[K+:22]>>[CH:1]1([c:6]2[c:7]([O:12][CH2:15][CH:14]=[CH2:13])[cH:8][cH:9][cH:10][cH:11]2)[CH2:2][CH2:3][CH2:4][CH2:5]1. The reactants are OC=1C=C(C=C(C1)CO)OCC(=O)OCC (2-[3-Hydroxy-5-[hydroxymethyl]phenyloxy]acetic acid, ethyl ester), BrCCCC(=O)OCC (ethyl 4-bromobutyrate). The product is C(C)OC(=O)COC=1C=C(C=C(C1)CO)OCCCC(=O)OCC (4-[3-[[Ethoxycarbonyl]methoxy]-5-[hydroxymethyl]phenyloxy]butanoic acid, ethyl ester). RXN SMILES: [OH:1][C:2]1[CH:3]=[C:4]([O:10][CH2:11][C:12]([O:14][CH2:15][CH3:16])=[O:13])[CH:5]=[C:6]([CH2:8][OH:9])[CH:7]=1.Br[CH2:18][CH2:19][CH2:20][C:21]([O:23][CH2:24][CH3:25])=[O:22]>>[CH2:15]([O:14][C:12]([CH2:11][O:10][C:4]1[CH:3]=[C:2]([O:1][CH2:18][CH2:19][CH2:20][C:21]([O:23][CH2:24][CH3:25])=[O:22])[CH:7]=[C:6]([CH2:8][OH:9])[CH:5]=1)=[O:13])[CH3:16]. Reported procedure: The subtitle compound was prepared from the product of step (i) (1.6 g) and ethyl 4-bromobutyrate (1.38 g) by the method of example 21 step (ii). Purified by chromatography eluting with 30% ethyl acetate in toluene. Yield 0.43 g. Starting materials: C(C)(C)(C)OC(=O)N(CC(=O)N1[C@H](C(=O)N2[C@@H](CCC2)C(COC2=CC=C(C=C2)OC)O)CCC1)C1=CC=CC=C1 ((2S)-1-{N-[N-(tert-Butoxycarbonyl)-N-phenylglycyl]-L-prolyl}-2-[1-hydroxy-2-(4-methoxyphenoxy)ethyl]pyrrolidine). Solvent: Cl.O1CCOCC1 (hydrochloric acid 1,4-dioxane). Conditions: time 0.5 hour. Yields the product OC(COC1=CC=C(C=C1)OC)[C@H]1N(CCC1)C([C@H]1N(CCC1)C(CNC1=CC=CC=C1)=O)=O ((2S)-2-[1-Hydroxy-2-(4-methoxyphenoxy)ethyl]-1-[N-(N-phenylglycyl)-L-prolyl]pyrrolidine). Isolated yield 95.9%. As a reaction SMILES: C(OC([N:8]([C:36]1[CH:41]=[CH:40][CH:39]=[CH:38][CH:37]=1)[CH2:9][C:10]([N:12]1[CH2:35][CH2:34][CH2:33][C@H:13]1[C:14]([N:16]1[CH2:20][CH2:19][CH2:18][C@H:17]1[CH:21]([OH:32])[CH2:22][O:23][C:24]1[CH:29]=[CH:28][C:27]([O:30][CH3:31])=[CH:26][CH:25]=1)=[O:15])=[O:11])=O)(C)(C)C>Cl.O1CCOCC1>[OH:32][CH:21]([C@@H:17]1[CH2:18][CH2:19][CH2:20][N:16]1[C:14](=[O:15])[C@@H:13]1[CH2:33][CH2:34][CH2:35][N:12]1[C:10](=[O:11])[CH2:9][NH:8][C:36]1[CH:37]=[CH:38][CH:39]=[CH:40][CH:41]=1)[CH2:22][O:23][C:24]1[CH:25]=[CH:26][C:27]([O:30][CH3:31])=[CH:28][CH:29]=1 |f:1.2|. Procedure details: (2S)-1-{N-[N-(tert-Butoxycarbonyl)-N-phenylglycyl]-L-prolyl}-2-[1-hydroxy-2-(4-methoxyphenoxy)ethyl]pyrrolidine (656 mg) was dissolved in 4N hydrochloric acid/1,4-dioxane (5 ml) and the mixture was stirred at room temperature for 0.5 hour. The reaction mixture was concentrated, and the resultant residue was dissolved in saturated aqueous sodium bicarbonate, followed by extraction with chloroform. The organic layer was washed with saturated brine, dried over anhydrous magnesium sulfate, and conce...